Task: describe an organic reaction: reactants, conditions, products, and yield. Dataset: the Open Reaction Database (ORD), a public repository of structured organic reaction records The reactants are Cl (hydrochloric acid), N1(N=NC2=C1C=CC=C2)COC2=CC=C(CN1N=C(C(=C1)CCC(=O)OCC)OCC)C=C2 (ethyl 3-[1-[4-(1H-benzotriazol-1-ylmethoxy)benzyl]-3-ethoxy-1H-pyrazol-4-yl]propionate), [OH-].[Na+] (sodium hydroxide), O1CCCC1 (tetrahydrofuran). Procedure: After a mixture of ethyl 3-[1-[4-(1H-benzotriazol-1-ylmethoxy)benzyl]-3-ethoxy-1H-pyrazol-4-yl]propionate (652 mg), 1N aqueous sodium hydroxide solution (3 ml), tetrahydrofuran (6 ml) and ethanol (6 ml) was stirred at room temperature for 3 hours, 1N hydrochloric acid (3 ml) was added to the mixture, and then the mixture was extracted with ethyl acetate. The ethyl acetate layer was washed with saturated aqueous sodium chloride solution, dried (MgSO4) and concentrated. The resulting colorless cry... Yield: 94.2%. Reaction SMILES: [N:1]1([CH2:10][O:11][C:12]2[CH:33]=[CH:32][C:15]([CH2:16][N:17]3[CH:21]=[C:20]([CH2:22][CH2:23][C:24]([O:26]CC)=[O:25])[C:19]([O:29][CH2:30][CH3:31])=[N:18]3)=[CH:14][CH:13]=2)[C:5]2[CH:6]=[CH:7][CH:8]=[CH:9][C:4]=2[N:3]=[N:2]1.[OH-].[Na+].O1CCCC1.Cl>C(O)C>[N:1]1([CH2:10][O:11][C:12]2[CH:13]=[CH:14][C:15]([CH2:16][N:17]3[CH:21]=[C:20]([CH2:22][CH2:23][C:24]([OH:26])=[O:25])[C:19]([O:29][CH2:30][CH3:31])=[N:18]3)=[CH:32][CH:33]=2)[C:5]2[CH:6]=[CH:7][CH:8]=[CH:9][C:4]=2[N:3]=[N:2]1 |f:1.2|. Reaction conditions: time 3 hour. Product: N1(N=NC2=C1C=CC=C2)COC2=CC=C(CN1N=C(C(=C1)CCC(=O)O)OCC)C=C2 (3-[1-[4-(1H-benzotriazol-1-ylmethoxy)benzyl]-3-ethoxy-1H-pyrazol-4-yl]propionic acid). Solvent: C(C)O (ethanol).